This data is from the Open Reaction Database (ORD), a public repository of structured organic reaction records. The task is: describe an organic reaction: reactants, conditions, products, and yield The product is CCC(CC)c1ccc(C)c2nc(Nc3c(C)cc(Cl)cc3OC)n(C)c12. The reactants are CN1CCCC1=O, COc1cc(Cl)cc(C)c1N, CCC(CC)c1ccc(C)c2nc(Cl)n(C)c12, O. RXN SMILES: [CH3:29][N:30]1[CH2:31][CH2:32][CH2:33][C:34]1=[O:35].[Cl:18][c:19]1[cH:20][c:21]([O:27][CH3:28])[c:22]([NH2:23])[c:24]([CH3:26])[cH:25]1.[Cl:1][c:2]1[n:3][c:4]2[c:5]([n:6]1[CH3:7])[c:8]([CH:13]([CH2:14][CH3:15])[CH2:16][CH3:17])[cH:9][cH:10][c:11]2[CH3:12].[OH2:36]>>[c:2]1([NH:23][c:22]2[c:21]([O:27][CH3:28])[cH:20][c:19]([Cl:18])[cH:25][c:24]2[CH3:26])[n:3][c:4]2[c:5]([n:6]1[CH3:7])[c:8]([CH:13]([CH2:14][CH3:15])[CH2:16][CH3:17])[cH:9][cH:10][c:11]2[CH3:12]. Starting materials: O=C([O-])[O-], CN(C)C=O, O=C(Cl)c1ccc(F)cc1F, [K+], [K+], c1cnc2c(c1)CNc1ccccc1N2. Product: O=C(c1ccc(F)cc1F)N1Cc2cccnc2Nc2ccccc21. Reaction SMILES: [C:16](=[O:17])([O-:18])[O-:19].[CH3:33][N:34]([CH3:35])[CH:36]=[O:37].[F:22][c:23]1[c:24]([C:25](=[O:26])[Cl:27])[cH:28][cH:29][c:30]([F:32])[cH:31]1.[K+:20].[K+:21].[n:1]1[cH:2][cH:3][cH:4][c:5]2[c:6]1[NH:7][c:8]1[c:9]([cH:12][cH:13][cH:14][cH:15]1)[NH:10][CH2:11]2>>[n:1]1[cH:2][cH:3][cH:4][c:5]2[c:6]1[NH:7][c:8]1[c:9]([cH:12][cH:13][cH:14][cH:15]1)[N:10]([C:25]([c:24]1[c:23]([F:22])[cH:31][c:30]([F:32])[cH:29][cH:28]1)=[O:26])[CH2:11]2. Reactants: [Al+3], CCOC(=O)c1cccnc1C, [H-], [H-], [H-], [H-], [Li+], [Na+], C1CCOC1, [OH-], O. The product is Cc1ncccc1CO. RXN SMILES: [Al+3:2].[CH3:7][c:8]1[c:9]([C:10](=[O:11])[O:12][CH2:13][CH3:14])[cH:15][cH:16][cH:17][n:18]1.[H-:1].[H-:4].[H-:5].[H-:6].[Li+:3].[Na+:21].[O:22]1[CH2:23][CH2:24][CH2:25][CH2:26]1.[OH-:20].[OH2:19]>>[CH3:7][c:8]1[c:9]([CH2:10][OH:11])[cH:15][cH:16][cH:17][n:18]1.